Dataset: the Open Reaction Database (ORD), a public repository of structured organic reaction records. Task: describe an organic reaction: reactants, conditions, products, and yield Starting materials: CCCC1=C(C=CC(=C1O)C(=O)C)O (2,4-dihydroxy-3-propylacetophenone), BrCCCC(=O)OCC (ethyl 4-bromobutyrate), C([O-])([O-])=O.[K+].[K+] (potassium carbonate), CN(C=O)C (N,N-dimethylformamide). Procedure details: A mixture of 1.42 g of 2,4-dihydroxy-3-propylacetophenone, 2 g of ethyl 4-bromobutyrate, 1.5 g of potassium carbonate, and 10 ml of N,N-dimethylformamide was stirred overnight at room temperature. After addition of 100 ml of water to the reaction mixture, the product was extracted with 30 ml of toluene. The extract was washed with water, dried over anhydrous magnesium sulfate. The solvent was distilled off. The residue thus formed was applied to silica gel column chromatography and eluted with t... The yield is 66.5%. As a reaction SMILES: [CH3:1][CH2:2][CH2:3][C:4]1[C:9]([OH:10])=[C:8]([C:11]([CH3:13])=[O:12])[CH:7]=[CH:6][C:5]=1[OH:14].Br[CH2:16][CH2:17][CH2:18][C:19]([O:21][CH2:22][CH3:23])=[O:20].C(=O)([O-])[O-].[K+].[K+].CN(C)C=O>O>[C:11]([C:8]1[CH:7]=[CH:6][C:5]([O:14][CH2:16][CH2:17][CH2:18][C:19]([O:21][CH2:22][CH3:23])=[O:20])=[C:4]([CH2:3][CH2:2][CH3:1])[C:9]=1[OH:10])(=[O:12])[CH3:13] |f:2.3.4|. Product: C(C)(=O)C1=C(C(=C(OCCCC(=O)OCC)C=C1)CCC)O (ethyl 4-(4-acetyl-3-hydroxy-2-propylphenoxy)butyrate). Solvent: O (water). Run at time 8 hour. Reactants: CCCCCCCOc1ccc(CCC(C)(CCC(=O)O)NC(=O)OC(C)(C)C)cc1, ClCCl, O=C(O)C(F)(F)F. Yields the product CCCCCCCOc1ccc(CCC(C)(N)CCC(=O)O)cc1. Reaction SMILES: [C:1]([O:2][C:3](=[O:4])[NH:8][C:9]([CH2:10][CH2:11][C:12](=[O:13])[OH:14])([CH2:15][CH2:16][c:17]1[cH:18][cH:19][c:20]([O:23][CH2:24][CH2:25][CH2:26][CH2:27][CH2:28][CH2:29][CH3:30])[cH:21][cH:22]1)[CH3:31])([CH3:5])([CH3:6])[CH3:7].[Cl:39][CH2:40][Cl:41].[OH:32][C:33]([C:34]([F:35])([F:36])[F:37])=[O:38]>>[NH2:8][C:9]([CH2:10][CH2:11][C:12](=[O:13])[OH:14])([CH2:15][CH2:16][c:17]1[cH:18][cH:19][c:20]([O:23][CH2:24][CH2:25][CH2:26][CH2:27][CH2:28][CH2:29][CH3:30])[cH:21][cH:22]1)[CH3:31]. Starting materials: COc1cc(C)c(Br)c(C)c1, [Li]C(C)(C)C, C1CCOC1, CN(C)C=O. Product: COc1cc(C)c(C=O)c(C)c1. Reaction SMILES: [Br:1][c:2]1[c:3]([CH3:11])[cH:4][c:5]([O:9][CH3:10])[cH:6][c:7]1[CH3:8].[C:12]([Li:13])([CH3:14])([CH3:15])[CH3:16].[CH2:22]1[O:23][CH2:24][CH2:25][CH2:26]1.[O:17]=[CH:18][N:19]([CH3:20])[CH3:21]>>[c:2]1([CH:18]=[O:17])[c:3]([CH3:11])[cH:4][c:5]([O:9][CH3:10])[cH:6][c:7]1[CH3:8]. Reactants: FC(C1=C(C=CC=C1)CC#N)(F)F ((2-Trifluoromethylphenyl)acetonitrile), O (Water), [OH-].[Na+] (sodium hydroxide), BrCCO[Si](C)(C)C(C)(C)C ((2-bromoethoxy)-tert-butyldimethylsilane). Reagents/catalysts: S([O-])(O)(=O)=O.C(CCC)[N+](CCCC)(CCCC)CCCC (tetrabutylammonium bisulfate). Solvent: C1(=CC=CC=C1)C (toluene). Conditions: time 10 minute. Product: [Si](C)(C)(C(C)(C)C)OCCC(C#N)C1=C(C=CC=C1)C(F)(F)F (4-(tert-butyldimethylsilyloxy)-2-(2-trifluoromethylphenyl)butyronitrile). RXN SMILES: [F:1][C:2]([F:13])([F:12])[C:3]1[CH:8]=[CH:7][CH:6]=[CH:5][C:4]=1[CH2:9][C:10]#[N:11].[OH-].[Na+].Br[CH2:17][CH2:18][O:19][Si:20]([C:23]([CH3:26])([CH3:25])[CH3:24])([CH3:22])[CH3:21].O>S(=O)(=O)(O)[O-].C([N+](CCCC)(CCCC)CCCC)CCC.C1(C)C=CC=CC=1>[Si:20]([O:19][CH2:18][CH2:17][CH:9]([C:4]1[CH:5]=[CH:6][CH:7]=[CH:8][C:3]=1[C:2]([F:12])([F:13])[F:1])[C:10]#[N:11])([C:23]([CH3:26])([CH3:25])[CH3:24])([CH3:22])[CH3:21] |f:1.2,5.6|. Procedure details: (2-Trifluoromethylphenyl)acetonitrile (3 g) and tetrabutylammonium bisulfate (550 mg) were suspended in toluene (30 mL), and a 50% sodium hydroxide aqueous solution (15 mL) was added dropwise under ice-cooling. After stirring for 10 minutes, (2-bromoethoxy)-tert-butyldimethylsilane (5.2 mL) was added at the same temperature. The mixture was brought back to room temperature and stirred overnight. Water was added to the reaction solution, followed by extraction with tert-butyl methyl ether. The re... Starting materials: CC(=O)O[BH-](OC(C)=O)OC(C)=O, Clc1nccnc1N1CCNCC1, [Na+], C1CCOC1, O=Cc1cnn(-c2ccccc2)c1. Product: Clc1nccnc1N1CCN(Cc2cnn(-c3ccccc3)c2)CC1. Reaction SMILES: [C:27]([O:28][BH-:29]([O:30][C:31](=[O:32])[CH3:33])[O:34][C:35](=[O:36])[CH3:37])(=[O:38])[CH3:39].[Cl:1][c:2]1[c:3]([N:8]2[CH2:9][CH2:10][NH:11][CH2:12][CH2:13]2)[n:4][cH:5][cH:6][n:7]1.[Na+:40].[O:41]1[CH2:42][CH2:43][CH2:44][CH2:45]1.[c:14]1(-[n:20]2[n:21][cH:22][c:23]([CH:25]=[O:26])[cH:24]2)[cH:15][cH:16][cH:17][cH:18][cH:19]1>>[Cl:1][c:2]1[c:3]([N:8]2[CH2:9][CH2:10][N:11]([CH2:25][c:23]3[cH:22][n:21][n:20](-[c:14]4[cH:15][cH:16][cH:17][cH:18][cH:19]4)[cH:24]3)[CH2:12][CH2:13]2)[n:4][cH:5][cH:6][n:7]1. The reactants are CN1C2=CC[C@H]3[C@@H]4CC[C@@H]([C@@]4(C)CC[C@@H]3[C@]2(CCC1=O)C)C(=O)O (4-methyl-3-oxo-4-azaandrost-5-ene-17β-carboxylic acid), OC1=CC=C(C=C1)C(C1=CC=CC=C1)N (α-(4-hydroxyphenyl)benzylamine). Product: OC1=CC=C(C=C1)C(C1=CC=CC=C1)NC(=O)[C@@H]1[C@]2(C)[C@@H](CC1)[C@@H]1CC=C3N(C(CC[C@]3(C)[C@H]1CC2)=O)C (N-[α-(4-Hydroxyphenyl)benzyl]-4-methyl-3-oxo-4-azaandrost-5-ene-17β-carboxamide). The yield is 25.0%. Reaction SMILES: [CH3:1][N:2]1[C:19](=[O:20])[CH2:18][CH2:17][C@@:16]2([CH3:21])[C:3]1=[CH:4][CH2:5][C@@H:6]1[C@@H:15]2[CH2:14][CH2:13][C@@:11]2([CH3:12])[C@H:7]1[CH2:8][CH2:9][C@@H:10]2[C:22]([OH:24])=O.[OH:25][C:26]1[CH:31]=[CH:30][C:29]([CH:32]([NH2:39])[C:33]2[CH:38]=[CH:37][CH:36]=[CH:35][CH:34]=2)=[CH:28][CH:27]=1>>[OH:25][C:26]1[CH:27]=[CH:28][C:29]([CH:32]([NH:39][C:22]([C@H:10]2[CH2:9][CH2:8][C@H:7]3[C@H:6]4[C@H:15]([CH2:14][CH2:13][C@:11]23[CH3:12])[C@:16]2([CH3:21])[C:3]([N:2]([CH3:1])[C:19](=[O:20])[CH2:18][CH2:17]2)=[CH:4][CH2:5]4)=[O:24])[C:33]2[CH:38]=[CH:37][CH:36]=[CH:35][CH:34]=2)=[CH:30][CH:31]=1. Reported procedure: The title compound was prepared in a yield of 25% in a similar manner to that described in Example 37 by reacting 4-methyl-3-oxo-4-azaandrost-5-ene-17β-carboxylic acid (prepared as described in Preparation 5) and α-(4-hydroxyphenyl)benzylamine. Reactants: CC(C)(C)OC(=O)CCc1cc(Cl)c(C=O)c(Cl)c1, O=C([O-])[O-], COC(=O)c1ccc(CBr)c([N+](=O)[O-])c1, [K+], [K+], CN(C)C=O, c1ccc(P(c2ccccc2)c2ccccc2)cc1. Yields the product COC(=O)c1ccc(C=Cc2c(Cl)cc(CCC(=O)OC(C)(C)C)cc2Cl)c([N+](=O)[O-])c1. RXN SMILES: [C:35]([CH3:36])([CH3:37])([CH3:38])[O:39][C:40]([CH2:41][CH2:42][c:43]1[cH:44][c:45]([Cl:52])[c:46]([CH:50]=[O:51])[c:47]([Cl:49])[cH:48]1)=[O:53].[C:54](=[O:55])([O-:56])[O-:57].[CH3:1][O:2][C:3]([c:4]1[cH:5][c:6]([N+:12](=[O:13])[O-:14])[c:7]([CH2:10][Br:11])[cH:8][cH:9]1)=[O:15].[K+:58].[K+:59].[O:60]=[CH:61][N:62]([CH3:63])[CH3:64].[c:16]1([P:17]([c:18]2[cH:19][cH:20][cH:21][cH:22][cH:23]2)[c:24]2[cH:25][cH:26][cH:27][cH:28][cH:29]2)[cH:30][cH:31][cH:32][cH:33][cH:34]1>>[CH3:1][O:2][C:3]([c:4]1[cH:5][c:6]([N+:12](=[O:13])[O-:14])[c:7]([CH:10]=[CH:50][c:46]2[c:45]([Cl:52])[cH:44][c:43]([CH2:42][CH2:41][C:40]([O:39][C:35]([CH3:36])([CH3:37])[CH3:38])=[O:53])[cH:48][c:47]2[Cl:49])[cH:8][cH:9]1)=[O:15]. Reactants: P(Cl)(Cl)(Cl)(Cl)Cl (phosphorus pentachloride), resultant solution, ClC1=CC(=C(C=C1OCC#C)NC(C=NOC)=O)F (N-(4-chloro-2-fluoro-5-propargyloxyphenyl)-2-(methoxyimino)acetamide), N1CCCC1 (pyrrolidine). Run in C1=CC=CC=C1 (benzene), ClCCl (dichloromethane). Yields the product CON=CC(N1CCCC1)=NC1=C(C=C(C(=C1)OCC#C)Cl)F (2-(4-chloro-2-fluoro-5-propargyloxyphenylimino)-2-(pyrrolidine-1-yl)acetaldehyde O-methyloxime). Isolated yield 64.2%. As a reaction SMILES: [Cl:1][C:2]1[C:7]([O:8][CH2:9][C:10]#[CH:11])=[CH:6][C:5]([NH:12][C:13](=O)[CH:14]=[N:15][O:16][CH3:17])=[C:4]([F:19])[CH:3]=1.P(Cl)(Cl)(Cl)(Cl)Cl.[NH:26]1[CH2:30][CH2:29][CH2:28][CH2:27]1>C1C=CC=CC=1.ClCCl>[CH3:17][O:16][N:15]=[CH:14][C:13](=[N:12][C:5]1[CH:6]=[C:7]([O:8][CH2:9][C:10]#[CH:11])[C:2]([Cl:1])=[CH:3][C:4]=1[F:19])[N:26]1[CH2:30][CH2:29][CH2:28][CH2:27]1. Procedure details: 0.42 g of the obtained N-(4-chloro-2-fluoro-5-propargyloxyphenyl)-2-(methoxyimino)acetamide was dissolved in 30 ml of benzene and after the addition of 0.36 g of phosphorus pentachloride, the resulting solution was refluxed for 4 hours. The concentrate obtained by concentrating the resulting reaction solution under reduced pressure was dissolved in 20 ml of dichloromethane and 0.32 g of pyrrolidine was added dropwise thereto at room temperature and the resultant solution was stirred at room temp...